This data is from the Open Reaction Database (ORD), a public repository of structured organic reaction records. The task is: describe an organic reaction: reactants, conditions, products, and yield Reactants: OCC1=NC=CC(=C1C)OCCCOC (2-hydroxymethyl-4-(3-methoxypropoxy)-3-methylpyridine), C1(=CC=CC=C1)C (toluene), S(=O)(Cl)Cl (thionyl chloride). The solvent is C(C)O (Ethanol). Run at time 90 minute. The product is ClCC1=NC=CC(=C1C)OCCCOC (2-chloromethyl-4-(3-methoxypropoxy)-3-methylpyridine). RXN SMILES: O[CH2:2][C:3]1[C:8]([CH3:9])=[C:7]([O:10][CH2:11][CH2:12][CH2:13][O:14][CH3:15])[CH:6]=[CH:5][N:4]=1.C1(C)C=CC=CC=1.S(Cl)([Cl:25])=O>C(O)C>[Cl:25][CH2:2][C:3]1[C:8]([CH3:9])=[C:7]([O:10][CH2:11][CH2:12][CH2:13][O:14][CH3:15])[CH:6]=[CH:5][N:4]=1. Reported procedure: To a mixed solution of 2-hydroxymethyl-4-(3-methoxypropoxy)-3-methylpyridine (12.02 g (56.9 mmol)) and toluene (96.0 ml) was added dropwise thionyl chloride (8.11 g (68.2 mmol)), so that the internal temperature did not exceed 25° C., which was stirred for about 90 minutes at room temperature. Ethanol (24.0 ml) was added to this mixed solution to obtain a 2-chloromethyl-4-(3-methoxypropoxy)-3-methylpyridine solution. Reactants: C1=C2C3=CC4=C(SC=C4)C(=C3C=CC2=CC=C1)C=O (Phenanthro[2,3-b]thiophen-7-carbaldehyde), NC(CO)(CO)C (2-amino-2-methyl-1,3-propanediol). The solvent is CCO.CCOCC (EtOH Et2O). The product is CC(CO)(CO)NCC1=C2C=CC3=CC=CC=C3C2=CC2=C1SC=C2 (2-methyl-2-[[(phenanthro[2,3-b]thiophen-7-yl)methyl]amino]-1,3-propanediol). Isolated yield 71.2%. Reaction SMILES: [CH:1]1[CH:17]=[CH:16][CH:15]=[C:14]2[C:2]=1[C:3]1[C:11]([CH:12]=[CH:13]2)=[C:10]([CH:18]=O)[C:6]2[S:7][CH:8]=[CH:9][C:5]=2[CH:4]=1.[NH2:20][C:21]([CH3:26])([CH2:24][OH:25])[CH2:22][OH:23]>CCO.CCOCC>[CH3:26][C:21]([NH:20][CH2:18][C:10]1[C:6]2[S:7][CH:8]=[CH:9][C:5]=2[CH:4]=[C:3]2[C:11]=1[CH:12]=[CH:13][C:14]1[C:2]2=[CH:1][CH:17]=[CH:16][CH:15]=1)([CH2:24][OH:25])[CH2:22][OH:23] |f:2.3|. Procedure details: Using the procedure outlined in Example 1, phenanthro[2,3-b]thiophene-7-carbaldehyde (24A) and 2-amino-2-methyl-1,3-propanediol (Aldrich) gave a 71.2% yield of 2-methyl-2-[[(phenanthro[2,3-b]thiophen-7-yl)methyl]amino]-1,3-propanediol methanesulsonate, mp 212°-215° (EtOH/Et2O), (C,H,N,S). Starting materials: COC1=CC=C(CSC2=NC(=CC(=N2)Cl)NC2=C(C(=CC=C2)C)C)C=C1 (2-p-methoxybenzylthio-4-chloro-6-(2,3-xylidino)-pyrimidine), FC(C(=O)O)(F)F (trifluoroacetic acid). Procedure: To a suspension of 2-p-methoxybenzylthio-4-chloro-6-(2,3-xylidino)-pyrimidine (8 g; see example 5) in trifluoroacetic acid (80 ml) anisole (2,7 ml) is added and the mixture is refluxed for 50'. After cooling, the trifluoroacetic acid is evaporated. The residue is dissolved in ethyl ether and the separated solid is filtered, washed with ethyl ether, then with water to neutrality, with cool acetone and again with ethyl ether. 5 G of the desired product (III, 33) are obtained. Reaction SMILES: CO[C:3]1[CH:26]=[CH:25][C:6]([CH2:7][S:8][C:9]2[N:14]=[C:13]([Cl:15])[CH:12]=[C:11]([NH:16][C:17]3[CH:22]=[CH:21][CH:20]=[C:19]([CH3:23])[C:18]=3[CH3:24])[N:10]=2)=[CH:5][CH:4]=1.F[C:28](F)(F)C(O)=O>>[CH2:7]([S:8][C:9]1[N:14]=[C:13]([Cl:15])[CH:12]=[C:11]([NH:16][C:17]2[CH:22]=[CH:21][CH:20]=[C:19]([CH3:23])[C:18]=2[CH3:24])[N:10]=1)[CH2:6][CH2:25][CH2:26][CH2:3][CH2:4][CH2:5][CH3:28]. The product is C(CCCCCCC)SC1=NC(=CC(=N1)Cl)NC1=C(C(=CC=C1)C)C (2-octylthio-4-chloro-6-(2,3-xylidino)-pyrimidine). Reactants: O=C([O-])c1ccccc1C(=O)O[O-], CO, ClCCl, CSc1c(F)cc(-c2c(-c3ccccc3)noc2C)cc1F, [Mg+2], O, O, O, O, O, O, O. Yields the product Cc1onc(-c2ccccc2)c1-c1cc(F)c(S(C)=O)c(F)c1. RXN SMILES: [C:29]([O:30][O-:31])(=[O:32])[c:34]1[c:35]([C:40](=[O:33])[O-:41])[cH:36][cH:37][cH:38][cH:39]1.[CH3:47][OH:48].[Cl:44][CH2:45][Cl:46].[F:1][c:2]1[cH:3][c:4](-[c:11]2[c:12](-[c:17]3[cH:18][cH:19][cH:20][cH:21][cH:22]3)[n:13][o:14][c:15]2[CH3:16])[cH:5][c:6]([F:10])[c:7]1[S:8][CH3:9].[Mg+2:42].[OH2:23].[OH2:24].[OH2:25].[OH2:26].[OH2:27].[OH2:28].[OH2:43]>>[F:1][c:2]1[cH:3][c:4](-[c:11]2[c:12](-[c:17]3[cH:18][cH:19][cH:20][cH:21][cH:22]3)[n:13][o:14][c:15]2[CH3:16])[cH:5][c:6]([F:10])[c:7]1[S:8]([CH3:9])=[O:33]. Starting materials: N1(CCCCC1)CC=1C=C(OCCCN)C=CC1 (3-[3-(Piperidinomethyl)phenoxy]propylamine), ClC1=NC2=CC=CC=C2C=C1 (2-chloroquinoline), C([O-])([O-])=O.[K+].[K+] (potassium carbonate). Solvent: CO.O (methanol water). Product: N1(CCCCC1)CC=1C=C(OCCCNC2=NC3=CC=CC=C3C=C2)C=CC1 (2-[3-[3-(Piperidinomethyl)phenoxy]propylamino]quinoline). Isolated yield 25.6%. RXN SMILES: [N:1]1([CH2:7][C:8]2[CH:9]=[C:10]([CH:16]=[CH:17][CH:18]=2)[O:11][CH2:12][CH2:13][CH2:14][NH2:15])[CH2:6][CH2:5][CH2:4][CH2:3][CH2:2]1.Cl[C:20]1[CH:29]=[CH:28][C:27]2[C:22](=[CH:23][CH:24]=[CH:25][CH:26]=2)[N:21]=1.C(=O)([O-])[O-].[K+].[K+]>CO.O>[N:1]1([CH2:7][C:8]2[CH:9]=[C:10]([CH:16]=[CH:17][CH:18]=2)[O:11][CH2:12][CH2:13][CH2:14][NH:15][C:20]2[CH:29]=[CH:28][C:27]3[C:22](=[CH:23][CH:24]=[CH:25][CH:26]=3)[N:21]=2)[CH2:6][CH2:5][CH2:4][CH2:3][CH2:2]1 |f:2.3.4,5.6|. Procedure details: 3-[3-(Piperidinomethyl)phenoxy]propylamine (2.0 g) and 2-chloroquinoline (1.31 g) were fused at 140° C. for two hours. The oily residue was taken up in methanol/water (5:50), neutralised with solid potassium carbonate and extracted into chloroform. The chloroform extract was dried, evaporated under reduced pressure and subjected to medium pressure liquid chromatography (chloroform) to afford the title product as an oil (0.77 g). This was treated with maleic acid to give 2-[3-[3-(piperidinomethyl... Starting materials: O=C([O-])[O-], C1CCNCC1, CN(C)C=O, COC(=O)c1ccc(Cl)nc1, [K+], [K+], O. The product is COC(=O)c1ccc(N2CCCCC2)nc1. Reaction SMILES: [C:18](=[O:19])([O-:20])[O-:21].[CH2:1]1[CH2:2][CH2:3][NH:4][CH2:5][CH2:6]1.[CH3:25][N:26]([CH3:27])[CH:28]=[O:29].[Cl:7][c:8]1[n:9][cH:10][c:11]([C:12](=[O:13])[O:14][CH3:15])[cH:16][cH:17]1.[K+:22].[K+:23].[OH2:24]>>[CH2:1]1[CH2:2][CH2:3][N:4]([c:8]2[n:9][cH:10][c:11]([C:12](=[O:13])[O:14][CH3:15])[cH:16][cH:17]2)[CH2:5][CH2:6]1. The reactants are CCOC(=O)CBr, C1CCOC1, COc1ccc2c(c1)OCC(=O)N2, CC#N, [H-], [Na+], O, O=C(O)C(F)(F)F. Yields the product CCOC(=O)CN1C(=O)COc2cc(OC)ccc21. Reaction SMILES: [Br:16][CH2:17][C:18](=[O:19])[O:20][CH2:21][CH3:22].[CH2:30]1[O:31][CH2:32][CH2:33][CH2:34]1.[CH3:1][O:2][c:3]1[cH:4][c:5]2[c:6]([cH:12][cH:13]1)[NH:7][C:8](=[O:11])[CH2:9][O:10]2.[CH3:35][C:36]#[N:37].[H-:14].[Na+:15].[OH2:38].[OH:23][C:24]([C:25]([F:26])([F:27])[F:28])=[O:29]>>[CH3:1][O:2][c:3]1[cH:4][c:5]2[c:6]([cH:12][cH:13]1)[N:7]([CH2:17][C:18](=[O:19])[O:20][CH2:21][CH3:22])[C:8](=[O:11])[CH2:9][O:10]2.